describe an organic reaction: reactants, conditions, products, and yield From a dataset of the Open Reaction Database (ORD), a public repository of structured organic reaction records. Reactants: CCO, O=Cc1ccccc1, NCCNC(=O)c1cccnc1. Yields the product O=C(NCCNCc1ccccc1)c1cccnc1. Reaction SMILES: [CH3:21][CH2:22][OH:23].[CH:13](=[O:14])[c:15]1[cH:16][cH:17][cH:18][cH:19][cH:20]1.[NH2:1][CH2:2][CH2:3][NH:4][C:5](=[O:6])[c:7]1[cH:8][n:9][cH:10][cH:11][cH:12]1>>[NH:1]([CH2:2][CH2:3][NH:4][C:5](=[O:6])[c:7]1[cH:8][n:9][cH:10][cH:11][cH:12]1)[CH2:13][c:15]1[cH:16][cH:17][cH:18][cH:19][cH:20]1.